Dataset: the Open Reaction Database (ORD), a public repository of structured organic reaction records. Task: describe an organic reaction: reactants, conditions, products, and yield The reactants are NC[C@H]1N([C@H]2C[C@H]2C1)C(=O)C=1N=C(SC1C1=CC(=CC=C1)F)C ([(1S,3S,5S)-3-aminomethyl-2-aza-bicyclo[3.1.0]hex-2-yl]-[5-(3-fluoro-phenyl)-2-methyl-thiazol-4-yl]-methanone), FC=1C=C2C=C(NC2=CC1)C(=O)O (5-fluoro-1H-indole-2-carboxylic acid). The product is FC=1C=C(C=CC1)C1=C(N=C(S1)C)C(=O)N1[C@H]2C[C@H]2C[C@H]1CNC(=O)C=1NC2=CC=C(C=C2C1)F (5-fluoro-1H-indole-2-carboxylic acid {(1S,3S,5S)-2-[5-(3-fluoro-phenyl)-2-methyl-thiazole-4-carbonyl]-2-aza-bicyclo[3.1.0]hex-3-ylmethyl}-amide). Reaction SMILES: [NH2:1][CH2:2][C@@H:3]1[CH2:8][C@H:7]2[C@H:5]([CH2:6]2)[N:4]1[C:9]([C:11]1[N:12]=[C:13]([CH3:23])[S:14][C:15]=1[C:16]1[CH:21]=[CH:20][CH:19]=[C:18]([F:22])[CH:17]=1)=[O:10].[F:24][C:25]1[CH:26]=[C:27]2[C:31](=[CH:32][CH:33]=1)[NH:30][C:29]([C:34](O)=[O:35])=[CH:28]2>>[F:22][C:18]1[CH:17]=[C:16]([C:15]2[S:14][C:13]([CH3:23])=[N:12][C:11]=2[C:9]([N:4]2[C@H:3]([CH2:2][NH:1][C:34]([C:29]3[NH:30][C:31]4[C:27]([CH:28]=3)=[CH:26][C:25]([F:24])=[CH:33][CH:32]=4)=[O:35])[CH2:8][C@H:7]3[C@@H:5]2[CH2:6]3)=[O:10])[CH:21]=[CH:20][CH:19]=1. Procedure: prepared by reaction of [(1S,3S,5S)-3-aminomethyl-2-aza-bicyclo[3.1.0]hex-2-yl]-[5-(3-fluoro-phenyl)-2-methyl-thiazol-4-yl]-methanone with 5-fluoro-1H-indole-2-carboxylic acid. LC-MS (basic): tR=0.91 min; [M+H]+=493.1. Starting materials: [C-]#N, CC[Al+]CC, C=Cc1ccc(C(=O)OC)c(N)n1, Cc1ccccc1, C1CCOC1. Product: COC(=O)c1ccc(CCC#N)nc1N. Reaction SMILES: [C-:14]#[N:15].[CH2:16]([Al+:17][CH2:18][CH3:19])[CH3:20].[CH3:1][O:2][C:3]([c:4]1[c:5]([NH2:12])[n:6][c:7]([CH:10]=[CH2:11])[cH:8][cH:9]1)=[O:13].[CH3:21][c:22]1[cH:23][cH:24][cH:25][cH:26][cH:27]1.[O:28]1[CH2:29][CH2:30][CH2:31][CH2:32]1>>[CH3:1][O:2][C:3]([c:4]1[c:5]([NH2:12])[n:6][c:7]([CH2:10][CH2:11][C:14]#[N:15])[cH:8][cH:9]1)=[O:13]. The reactants are CCOC(=O)CP(=O)(OCC)OCC, COCCOC, [H-], Nc1c(Cl)cc(C(=O)c2ccc(Cl)cc2)cc1Cl, [Na+]. Yields the product CCOC(=O)C=C(c1ccc(Cl)cc1)c1cc(Cl)c(N)c(Cl)c1. RXN SMILES: [CH2:1]([O:2][P:3]([O:4][CH2:5][CH3:6])(=[O:7])[CH2:9][C:10](=[O:11])[O:12][CH2:13][CH3:14])[CH3:8].[CH3:35][O:36][CH2:37][CH2:38][O:39][CH3:40].[H-:15].[NH2:17][c:18]1[c:19]([Cl:34])[cH:20][c:21]([C:22](=[O:23])[c:24]2[cH:25][cH:26][c:27]([Cl:30])[cH:28][cH:29]2)[cH:31][c:32]1[Cl:33].[Na+:16]>>[CH:9]([C:10](=[O:11])[O:12][CH2:13][CH3:14])=[C:22]([c:21]1[cH:20][c:19]([Cl:34])[c:18]([NH2:17])[c:32]([Cl:33])[cH:31]1)[c:24]1[cH:25][cH:26][c:27]([Cl:30])[cH:28][cH:29]1.